From a dataset of the Open Reaction Database (ORD), a public repository of structured organic reaction records. describe an organic reaction: reactants, conditions, products, and yield Starting materials: FC(C=1C=C(C=C(C1)C(F)(F)F)[C@@H]1[C@@H](NC(O1)=O)C)(F)F ((4S,5R)-5-[3,5-bis(trifluoromethyl)phenyl]-4-methyl-1,3-oxazolidin-2-one), [H-].[Na+] (NaH), BrCCC1=C(C=CC(=C1)C(F)(F)F)I (2-(bromoethyl)-1-iodo-4-(trifluoromethyl)benzene). The product is FC(C=1C=C(C=C(C1)C(F)(F)F)[C@@H]1[C@@H](N(C(O1)=O)CC1=C(C=CC(=C1)C(F)(F)F)I)C)(F)F ((4S,5R)-5-[3,5-bis(trifluoromethyl)phenyl]-3-[2-iodo-5-(trifluoromethyl)benzyl]-4-methyl-1,3-oxazolidin-2-one). RXN SMILES: [F:1][C:2]([F:21])([F:20])[C:3]1[CH:4]=[C:5]([C@H:13]2[O:17][C:16](=[O:18])[NH:15][C@H:14]2[CH3:19])[CH:6]=[C:7]([C:9]([F:12])([F:11])[F:10])[CH:8]=1.[H-].[Na+].BrC[CH2:26][C:27]1[CH:32]=[C:31]([C:33]([F:36])([F:35])[F:34])[CH:30]=[CH:29][C:28]=1[I:37]>>[F:21][C:2]([F:1])([F:20])[C:3]1[CH:4]=[C:5]([C@H:13]2[O:17][C:16](=[O:18])[N:15]([CH2:26][C:27]3[CH:32]=[C:31]([C:33]([F:34])([F:36])[F:35])[CH:30]=[CH:29][C:28]=3[I:37])[C@H:14]2[CH3:19])[CH:6]=[C:7]([C:9]([F:10])([F:11])[F:12])[CH:8]=1 |f:1.2|. Procedure details: (4S,5R)-5-[3,5-bis(trifluoromethyl)phenyl]-4-methyl-1,3-oxazolidin-2-one (400 mg, 1.28 mmol) was treated with NaH (60% in oil, 128 mg, 3.2 mmol) and 2-(bromomethyl)-1-iodo-4-(trifluoromethyl)benzene (Example 70, 466 mg, 1.28 mmol) as described in Example 66 to afford (4S,5R)-5-[3,5-bis(trifluoromethyl)phenyl]-3-[2-iodo-5-(trifluoromethyl)benzyl]-4-methyl-1,3-oxazolidin-2-one as a white solid. LCMS=598.0 (M+1)+. 1H NMR (CDCl3, 500 MHz): δ 8.06 (d, J=8.2 Hz, 1 H), 7.93 (s, 1 H), 7.82 (s, 2 H), 7.6... Reactants: [BH4-], C1CCOC1, CO, CC(C)[O-], CC(C)[O-], CC(C)[O-], CC(C)[O-], NCC1CCC2CN(c3nc(N)n4nc(-c5ccco5)nc4n3)CCN2C1, [Na+], [Ti+4], O=Cc1ccncc1. Yields the product Nc1nc(N2CCN3CC(CNCc4ccncc4)CCC3C2)nc2nc(-c3ccco3)nn12. Reaction SMILES: [BH4-:38].[CH2:40]1[O:41][CH2:42][CH2:43][CH2:44]1.[CH3:36][OH:37].[CH3:45][CH:46]([CH3:47])[O-:48].[CH3:50][CH:51]([CH3:52])[O-:53].[CH3:54][CH:55]([CH3:56])[O-:57].[CH3:58][CH:59]([CH3:60])[O-:61].[NH2:1][CH2:2][CH:3]1[CH2:4][CH2:5][CH:6]2[N:7]([CH2:8][CH2:9][N:10]([c:12]3[n:13][c:14]4[n:15]([c:16]([NH2:18])[n:17]3)[n:19][c:20](-[c:22]3[o:23][cH:24][cH:25][cH:26]3)[n:21]4)[CH2:11]2)[CH2:27]1.[Na+:39].[Ti+4:49].[n:28]1[cH:29][cH:30][c:31]([CH:34]=[O:35])[cH:32][cH:33]1>>[NH:1]([CH2:2][CH:3]1[CH2:4][CH2:5][CH:6]2[N:7]([CH2:8][CH2:9][N:10]([c:12]3[n:13][c:14]4[n:15]([c:16]([NH2:18])[n:17]3)[n:19][c:20](-[c:22]3[o:23][cH:24][cH:25][cH:26]3)[n:21]4)[CH2:11]2)[CH2:27]1)[CH2:34][c:31]1[cH:30][cH:29][n:28][cH:33][cH:32]1. The reactants are CC1=NOC(=C1CN1N=CC(=C1)N1C(NC(C1=O)(C)C)=O)C (3-(1-((3,5-dimethylisoxazol-4-yl)methyl)-1H-pyrazol-4-yl)-5,5-dimethylimidazolidine-2,4-dione), BrCCOC1=CC=CC=C1 ((2-bromoethoxy)benzene). Product: CC1=NOC(=C1CN1N=CC(=C1)N1C(N(C(C1=O)(C)C)CCOC1=CC=CC=C1)=O)C (3-(1-((3,5-dimethylisoxazol-4-yl)methyl)-1H-pyrazol-4-yl)-5,5-dimethyl-1-(2-phenoxyethyl)imidazolidine-2,4-dione). Reaction SMILES: [CH3:1][C:2]1[C:6]([CH2:7][N:8]2[CH:12]=[C:11]([N:13]3[C:17](=[O:18])[C:16]([CH3:20])([CH3:19])[NH:15][C:14]3=[O:21])[CH:10]=[N:9]2)=[C:5]([CH3:22])[O:4][N:3]=1.Br[CH2:24][CH2:25][O:26][C:27]1[CH:32]=[CH:31][CH:30]=[CH:29][CH:28]=1>>[CH3:1][C:2]1[C:6]([CH2:7][N:8]2[CH:12]=[C:11]([N:13]3[C:17](=[O:18])[C:16]([CH3:19])([CH3:20])[N:15]([CH2:24][CH2:25][O:26][C:27]4[CH:32]=[CH:31][CH:30]=[CH:29][CH:28]=4)[C:14]3=[O:21])[CH:10]=[N:9]2)=[C:5]([CH3:22])[O:4][N:3]=1. Procedure: Prepared as in Example 12-16 from 3-(1-((3,5-dimethylisoxazol-4-yl)methyl)-1H-pyrazol-4-yl)-5,5-dimethylimidazolidine-2,4-dione (Example 12-16a) and (2-bromoethoxy)benzene. MS 424 (MH+). The title compound was shown to inhibit hT2R08 bitter receptor and had an IC50 of 0.35 μM.